This data is from the Open Reaction Database (ORD), a public repository of structured organic reaction records. The task is: describe an organic reaction: reactants, conditions, products, and yield Reaction SMILES: [CH2:14]([O:15][N:16]=[O:17])[CH2:18][CH:19]([CH3:20])[CH3:21].[CH2:22]1[O:23][CH2:24][CH2:25][CH2:26]1.[NH2:1][c:2]1[s:3][c:4]([CH2:7][N:8]2[C:9](=[O:13])[CH2:10][CH2:11][CH2:12]2)[cH:5][n:6]1>>[cH:2]1[s:3][c:4]([CH2:7][N:8]2[C:9](=[O:13])[CH2:10][CH2:11][CH2:12]2)[cH:5][n:6]1. Product: O=C1CCCN1Cc1cncs1. Reactants: CC(C)CCON=O, C1CCOC1, Nc1ncc(CN2CCCC2=O)s1.